Dataset: the Open Reaction Database (ORD), a public repository of structured organic reaction records. Task: describe an organic reaction: reactants, conditions, products, and yield Yields the product C(C)(=O)OCC(C#N)C1=C(C=CC=C1)C(F)(F)F (3-acetoxy-2-(2-(trifluoromethyl)phenyl)propanenitrile), oil. Starting materials: ester, C(C)(=O)OCC (ethyl acetate), FC(C1=C(C=CC=C1)C(C#N)CO)(F)F (2-(2-(trifluoromethyl)phenyl)-3-hydroxypropanenitrile), FC(C1=C(C=CC=C1)C(C#N)CO)(F)F (2-(2-(trifluoromethyl)phenyl)-3-hydroxypropanenitrile). Reaction SMILES: [F:1][C:2]([F:15])([F:14])[C:3]1[CH:8]=[CH:7][CH:6]=[CH:5][C:4]=1[CH:9]([CH2:12][OH:13])[C:10]#[N:11].[C:16](OCC)(=[O:18])[CH3:17]>CCCCCC>[C:16]([O:13][CH2:12][CH:9]([C:4]1[CH:5]=[CH:6][CH:7]=[CH:8][C:3]=1[C:2]([F:14])([F:15])[F:1])[C:10]#[N:11])(=[O:18])[CH3:17]. The solvent is CCCCCC (hexane). Procedure: This ester was prepared using the procedure described in Example 5, except 2-(2-(trifluoromethyl)phenyl)-3-hydroxypropanenitrile was used in place of 2-(2-chloro-5-(difluoromethoxy)phenyl)-3-hydroxypropanenitrile. The preparation of 2-(2-(trifluoromethyl)phenyl)-3-hydroxypropanenitrile is described in Example 9. The recovered ester product was a colorless oil (95% yield), Rf 0.35 (silica gel, ethyl acetate:hexane=1:4). Isolated yield 95.0%. The reactants are 237(b), C(C)N1N=CC=2C1=NC(=C(C2NC2CCOCC2)CNC(=O)C=2C=C(C=CC2)C(=O)NCC=2C=C(C=C(C2)OC)C2=CC(=CC=C2)CN2C[C@@H](N(CC2)C(=O)OC(C)(C)C)C)CC (1,1-dimethylethyl (2S)-4-{[3′-{[({3-[({[1,6-diethyl-4-(tetrahydro-2H-pyran-4-ylamino)-1H-pyrazolo[3,4-b]pyridin-5-yl]methyl}amino)carbonyl]phenyl}-carbonyl)amino]-methyl}-5′-(methyloxy)-3-biphenylyl]methyl}-2-methyl-1-piperazinecarboxylate). Run in C(=O)(C(F)(F)F)O (TFA), C(Cl)Cl (DCM). Reaction conditions: time 2 hour. The product is C(C)N1N=CC=2C1=NC(=C(C2NC2CCOCC2)CNC(=O)C2=CC(=CC=C2)C(=O)NCC=2C=C(C=C(C2)OC)C2=CC(=CC=C2)CN2C[C@@H](NCC2)C)CC (N-{[1,6-diethyl-4-(tetrahydro-2H-pyran-4-ylamino)-1H-pyrazolo[3,4-b]pyridin-5-yl]methyl}-N′-[(5-(methyloxy)-3′-{[(3S)-3-methyl-1-piperazinyl]methyl}-3-biphenylyl)methyl]-1,3-benzenedicarboxamide). Isolated yield 40.2%. As a reaction SMILES: [CH2:1]([N:3]1[C:7]2=[N:8][C:9]([CH2:62][CH3:63])=[C:10]([CH2:19][NH:20][C:21]([C:23]3[CH:24]=[C:25]([C:29]([NH:31][CH2:32][C:33]4[CH:34]=[C:35]([C:41]5[CH:46]=[CH:45][CH:44]=[C:43]([CH2:47][N:48]6[CH2:53][CH2:52][N:51](C(OC(C)(C)C)=O)[C@@H:50]([CH3:61])[CH2:49]6)[CH:42]=5)[CH:36]=[C:37]([O:39][CH3:40])[CH:38]=4)=[O:30])[CH:26]=[CH:27][CH:28]=3)=[O:22])[C:11]([NH:12][CH:13]3[CH2:18][CH2:17][O:16][CH2:15][CH2:14]3)=[C:6]2[CH:5]=[N:4]1)[CH3:2]>C(O)(C(F)(F)F)=O.C(Cl)Cl>[CH2:1]([N:3]1[C:7]2=[N:8][C:9]([CH2:62][CH3:63])=[C:10]([CH2:19][NH:20][C:21]([C:23]3[CH:28]=[CH:27][CH:26]=[C:25]([C:29]([NH:31][CH2:32][C:33]4[CH:34]=[C:35]([C:41]5[CH:46]=[CH:45][CH:44]=[C:43]([CH2:47][N:48]6[CH2:53][CH2:52][NH:51][C@@H:50]([CH3:61])[CH2:49]6)[CH:42]=5)[CH:36]=[C:37]([O:39][CH3:40])[CH:38]=4)=[O:30])[CH:24]=3)=[O:22])[C:11]([NH:12][CH:13]3[CH2:14][CH2:15][O:16][CH2:17][CH2:18]3)=[C:6]2[CH:5]=[N:4]1)[CH3:2]. Procedure details: 237(b) A mixture of 1,1-dimethylethyl (2S)-4-{[3′-{[({3-[({[1,6-diethyl-4-(tetrahydro-2H-pyran-4-ylamino)-1H-pyrazolo[3,4-b]pyridin-5-yl]methyl}amino)carbonyl]phenyl}-carbonyl)amino]-methyl}-5′-(methyloxy)-3-biphenylyl]methyl}-2-methyl-1-piperazinecarboxylate (130 mg, 0.19 mmol) in 25% TFA in DCM (3 mL) was stirred at RT for 2 h. It was purified by preparative hplc (NH2OH condition), eluting with 10 to 90% CH3CN in water. The fractions were dried under GeneVac to give a solid. It was purified fu... Starting materials: [Br-], CCCC(=O)c1ccc(OC)c(C(=O)O)c1, [K+], O=S(Cl)Cl. The product is CCCC(=O)c1ccc(OC)c(C(=O)Cl)c1. RXN SMILES: [Br-:21].[C:1]([CH2:2][CH2:3][CH3:4])(=[O:5])[c:6]1[cH:7][cH:8][c:9]([O:15][CH3:16])[c:10]([C:11](=[O:12])[OH:13])[cH:14]1.[K+:22].[S:17]([Cl:18])([Cl:19])=[O:20]>>[C:1]([CH2:2][CH2:3][CH3:4])(=[O:5])[c:6]1[cH:7][cH:8][c:9]([O:15][CH3:16])[c:10]([C:11](=[O:12])[Cl:19])[cH:14]1. RXN SMILES: [Cl:1][C:2]1[CH:3]=[C:4]2[C:8](=[CH:9][C:10]=1[F:11])[NH:7][C:6](=[O:12])[C:5]2([C:14]1[C:15]([O:20][CH2:21][CH3:22])=[N:16][CH:17]=[CH:18][CH:19]=1)[OH:13].OC1C2C(=CC=CC=2)[NH:26]C1=O.[CH3:34][O:35][C:36]1[CH:41]=[C:40]([O:42][CH3:43])[CH:39]=[CH:38][C:37]=1[S:44](Cl)(=[O:46])=[O:45].S(Cl)(Cl)(=O)=O>>[NH2:26][C:5]1([C:14]2[C:15]([O:20][CH2:21][CH3:22])=[N:16][CH:17]=[CH:18][CH:19]=2)[C:4]2[C:8](=[CH:9][C:10]([F:11])=[C:2]([Cl:1])[CH:3]=2)[N:7]([S:44]([C:37]2[CH:38]=[CH:39][C:40]([O:42][CH3:43])=[CH:41][C:36]=2[O:35][CH3:34])(=[O:46])=[O:45])[C:6]1=[O:12].[Cl:1][C:2]1[CH:3]=[C:4]2[C:8](=[CH:9][C:10]=1[F:11])[NH:7][C:6](=[O:12])[C:5]2([C:14]1[C:15]([O:20][CH2:21][CH3:22])=[N:16][CH:17]=[CH:18][CH:19]=1)[OH:13]. Reactants: ClC=1C=C2C(C(NC2=CC1F)=O)(O)C=1C(=NC=CC1)OCC (5-chloro-3-(2-ethoxypyridin-3-yl)-6-fluoro-3-hydroxy-1,3-dihydroindol-2-one), OC1C(NC2=CC=CC=C12)=O (3-hydroxy-1,3-dihydroindol-2-one), COC1=C(C=CC(=C1)OC)S(=O)(=O)Cl (2,4-dimethoxyphenylsulfonyl chloride), S(=O)(=O)(Cl)Cl (sulfonyl chloride). Yields the product NC1(C(N(C2=CC(=C(C=C12)Cl)F)S(=O)(=O)C1=C(C=C(C=C1)OC)OC)=O)C=1C(=NC=CC1)OCC (3-Amino-5-chloro-1-(2,4-dimethoxyphenylsulfonyl)-3-(2-ethoxypyridin-3-yl)-6-fluoro-1,3-dihydroindol-2-one), ClC=1C=C2C(C(NC2=CC1F)=O)(O)C=1C(=NC=CC1)OCC (5-Chloro-3-(2-ethoxypyridin-3-yl)-6-fluoro-3-hydroxy-1,3-dihydroindol-2-one). Procedure: 3-Amino-5-chloro-1-(2,4-dimethoxyphenylsulfonyl)-3-(2-ethoxypyridin-3-yl)-6-fluoro-1,3-dihydroindol-2-one was prepared in analogy to example 1.1 to 1.3 using 5-chloro-3-(2-ethoxypyridin-3-yl)-6-fluoro-3-hydroxy-1,3-dihydroindol-2-one as 3-hydroxy-1,3-dihydroindol-2-one IV and 2,4-dimethoxyphenylsulfonyl chloride as sulfonyl chloride VII. 5-Chloro-3-(2-ethoxypyridin-3-yl)-6-fluoro-3-hydroxy-1,3-dihydroindol-2-one was prepared in analogy to example a.1. Starting materials: [OH-].[NH4+] (ammonium hydroxide), Cl.COC1=CC=CC=2[C@H]3CCN([C@H]3CCC21)CCCCN2C(CC(CC2=O)(C)C)=O (rac-cis-1-[4-(6-methoxy-2,3,3a,4,5,9b-hexahydro-1H-benzo[e]indol-3-yl)-butyl]-4,4-dimethyl-piperidine-2,6-dione hydrochloride), Cl.N1=CC=CC=C1 (pyridine hydrochloride), ice water. Solvent: C(Cl)Cl.C(C)(=O)OCC (methylene chloride ethyl acetate). Reaction conditions: time 4 hour. Product: OC1=CC=CC=2[C@H]3CCN([C@H]3CCC21)CCCCN2C(CC(CC2=O)(C)C)=O (rac-cis-1-[4-(6-hydroxy-2,3,3a,4,5,9b-hexahydro-1H-benzo[e]indol-3-yl)-butyl]-4,4-dimethyl-piperidine-2,6-dione). The yield is 64.7%. As a reaction SMILES: Cl.C[O:3][C:4]1[C:16]2[CH2:15][CH2:14][C@H:13]3[C@H:9]([CH2:10][CH2:11][N:12]3[CH2:17][CH2:18][CH2:19][CH2:20][N:21]3[C:26](=[O:27])[CH2:25][C:24]([CH3:29])([CH3:28])[CH2:23][C:22]3=[O:30])[C:8]=2[CH:7]=[CH:6][CH:5]=1.Cl.N1C=CC=CC=1.[OH-].[NH4+]>C(Cl)Cl.C(OCC)(=O)C>[OH:3][C:4]1[C:16]2[CH2:15][CH2:14][C@H:13]3[C@H:9]([CH2:10][CH2:11][N:12]3[CH2:17][CH2:18][CH2:19][CH2:20][N:21]3[C:22](=[O:30])[CH2:23][C:24]([CH3:28])([CH3:29])[CH2:25][C:26]3=[O:27])[C:8]=2[CH:7]=[CH:6][CH:5]=1 |f:0.1,2.3,4.5,6.7|. Reported procedure: 8.8 g (22.1 mmol) of rac-cis-1-[4-(6-methoxy-2,3,3a,4,5,9b-hexahydro-1H-benzo[e]indol-3-yl)-butyl]-4,4-dimethyl-piperidine-2,6-dione hydrochloride were mixed well with 100 g of pyridine hydrochloride and stirred under an argon atmosphere in an oil bath for 4 hours at an oil bath temperature of 180°. After cooling the mixture was treated with ice-water, whereupon the brown solution was made alkaline with ammonium hydroxide solution and then extracted with methylene chloride. The organic phase was... Reactants: CC1C(=CCC#N)C2CCC1C2, [H][H], [Pd]. Product: CC1C2CCC(C2)C1CCC#N. RXN SMILES: [C:1](#[N:2])[CH2:3][CH:4]=[C:5]1[CH:6]2[CH2:7][CH2:8][CH:9]([CH:10]1[CH3:11])[CH2:12]2.[H:13][H:14].[Pd:15]>>[C:1](#[N:2])[CH2:3][CH2:4][CH:5]1[CH:6]2[CH2:7][CH2:8][CH:9]([CH:10]1[CH3:11])[CH2:12]2. Reactants: Cl (HCl), ClC1=CC=C(C(=O)C2=CC=CC=C2)C=C1 (4-chlorobenzophenone), SCCO (2-mercaptoethanol), C(=O)([O-])[O-].[K+].[K+] (K2CO3). The solvent is O (water), CCOCC (ether), CC(=O)CC (ethyl methyl ketone). Yields the product OCCSC1=CC=C(C(=O)C2=CC=CC=C2)C=C1 (4-(2-Hydroxyethyl-mercapto)-benzophenone). RXN SMILES: Cl[C:2]1[CH:15]=[CH:14][C:5]([C:6]([C:8]2[CH:13]=[CH:12][CH:11]=[CH:10][CH:9]=2)=[O:7])=[CH:4][CH:3]=1.[SH:16][CH2:17][CH2:18][OH:19].C([O-])([O-])=O.[K+].[K+].Cl>CCOCC.O.CC(CC)=O>[OH:19][CH2:18][CH2:17][S:16][C:2]1[CH:15]=[CH:14][C:5]([C:6]([C:8]2[CH:13]=[CH:12][CH:11]=[CH:10][CH:9]=2)=[O:7])=[CH:4][CH:3]=1 |f:2.3.4|. Procedure details: 11.2 g (0.05 mol) of 4-chlorobenzophenone, 4.3 g (0.055 mol) of 2-mercaptoethanol, 13.8 g (0.1 mol) of calcined K2CO3 and 15 ml of ethyl methyl ketone are warmed (under reflux) for 16 hours under nitrogen. 50 ml of water are poured over the cooled reaction mixture and the resulting mixture is acidified with HCl. The product is taken up in ether. The ether layer is washed with water, dried over Na2SO4 and concentrated. The product, which in this case also is obtained as an oil, crystallises on st... Starting materials: O=C(O)C1Cc2cscc2C1, CCC(OC)OC, CO, O=S(=O)(O)O. Yields the product COC(=O)C1Cc2cscc2C1. Reaction SMILES: [C:1](=[O:2])([OH:3])[CH:4]1[CH2:5][c:6]2[c:7]([cH:8][s:9][cH:10]2)[CH2:11]1.[CH3:12][O:13][CH:14]([O:15][CH3:16])[CH2:17][CH3:18].[CH3:24][OH:25].[S:19](=[O:20])(=[O:21])([OH:22])[OH:23]>>[C:1](=[O:2])([O:3][CH3:12])[CH:4]1[CH2:5][c:6]2[c:7]([cH:8][s:9][cH:10]2)[CH2:11]1. Conditions: temperature 40 celsius. Reaction SMILES: [Cl:1][C:2]1[C:6]([Cl:7])=[C:5]([CH3:8])[NH:4][C:3]=1[C:9]([NH:11][C@H:12]1[CH2:17][CH2:16][N:15]([C:18]2[S:19][C:20]([C:23]([OH:25])=[O:24])=[CH:21][N:22]=2)[CH2:14][C@H:13]1[O:26]C)=[O:10].B(Br)(Br)Br.C(Cl)Cl.O>C(Cl)Cl.C(#N)C.O>[Cl:1][C:2]1[C:6]([Cl:7])=[C:5]([CH3:8])[NH:4][C:3]=1[C:9]([NH:11][C@H:12]1[CH2:17][CH2:16][N:15]([C:18]2[S:19][C:20]([C:23]([OH:25])=[O:24])=[CH:21][N:22]=2)[CH2:14][C@H:13]1[OH:26])=[O:10] |f:1.2,5.6|. Reported procedure: Cis(±)2-(4-{[(3,4-dichloro-5-methyl-1H-pyrrol-2 -yl)carbonyl]amino}-3-methoxypiperidin-1-yl)-1,3-thiazole-5-carboxylic acid (Example 35; 100 mg) was suspended in anhydrous DCM. BBr3/DCM (15 ml) was added and the mixture was heated at 40° C. for 18 h. The reaction mixture was cooled to −50° C. and water was added. The mixture was extracted with EtOAc and the organic phase was washed with water, dried over Na2SO4. The organic phase was concentrated in vacuo to yield a pale brown solid which was di... The reactants are ClC1=C(NC(=C1Cl)C)C(=O)N[C@@H]1[C@@H](CN(CC1)C=1SC(=CN1)C(=O)O)OC (Cis(±)2-(4-{[(3,4-dichloro-5-methyl-1H-pyrrol-2-yl)carbonyl]amino}-3-methoxypiperidin-1-yl)-1,3-thiazole-5-carboxylic acid), B(Br)(Br)Br.C(Cl)Cl (BBr3 DCM), O (water). The solvent is C(Cl)Cl (DCM), C(C)#N.O (acetonitrile water). Yields the product ClC1=C(NC(=C1Cl)C)C(=O)N[C@@H]1[C@@H](CN(CC1)C=1SC(=CN1)C(=O)O)O (Cis(±)2-(4-{[(3,4-dichloro-5-methyl-1H-pyrrol-2 -yl)carbonyl]amino}-3-hydroxypiperidin-1-yl)-1,3-thiazole-5-carboxylic acid). Reactants: C(CCC#C)O (4-pentyn-1-ol), 3'-chloro-4'-fluoro-iodobenzene, ClC=1C=C(C=CC1F)C#CCCC=O (5-(3'-chloro-4'-fluorophenyl)-4-pentyn-1-al). The product is ClC=1C=C(C=CC1F)C#CCCCO (5-(3'-chloro-4'-fluorophenyl)-4-pentyn-1-ol). Reaction SMILES: C(O)CCC#C.[Cl:7][C:8]1[CH:9]=[C:10]([C:15]#[C:16][CH2:17][CH2:18][CH:19]=[O:20])[CH:11]=[CH:12][C:13]=1[F:14]>>[Cl:7][C:8]1[CH:9]=[C:10]([C:15]#[C:16][CH2:17][CH2:18][CH2:19][OH:20])[CH:11]=[CH:12][C:13]=1[F:14]. Procedure details: 5-(3'-chloro-4'-fluorophenyl)-4-pentyn-1-ol was prepared from 4-pentyn-1-ol and 3'-chloro-4'-fluoro-iodobenzene as in Example 15 and converted into 5-(3'-chloro-4'-fluorophenyl)-4-pentyn-1-al as in Example 9.